Dataset: the Open Reaction Database (ORD), a public repository of structured organic reaction records. Task: describe an organic reaction: reactants, conditions, products, and yield The reactants are O=C(C1CC1)N1CCC(Cc2n[nH]c(=O)n2-c2ccc(Br)cc2F)C1, Fc1ccc2cc(Br)ccc2c1, O=C([O-])[O-], C1COCCO1, CC(=O)[O-], [K+], [K+], [K+]. Product: O=C(C1CC1)N1CCC(Cc2n[nH]c(=O)n2-c2ccc(-c3ccc4cc(F)ccc4c3)cc2F)C1. Reaction SMILES: [Br:1][c:2]1[cH:3][c:4]([F:25])[c:5](-[n:8]2[c:9](=[O:24])[nH:10][n:11][c:12]2[CH2:13][CH:14]2[CH2:15][N:16]([C:19](=[O:20])[CH:21]3[CH2:22][CH2:23]3)[CH2:17][CH2:18]2)[cH:6][cH:7]1.[Br:31][c:32]1[cH:33][c:34]2[cH:35][cH:36][c:37]([F:42])[cH:38][c:39]2[cH:40][cH:41]1.[C:43](=[O:44])([O-:45])[O-:46].[CH2:49]1[O:50][CH2:51][CH2:52][O:53][CH2:54]1.[CH3:27][C:28](=[O:29])[O-:30].[K+:26].[K+:47].[K+:48]>>[c:2]1(-[c:32]2[cH:33][c:34]3[cH:35][cH:36][c:37]([F:42])[cH:38][c:39]3[cH:40][cH:41]2)[cH:3][c:4]([F:25])[c:5](-[n:8]2[c:9](=[O:24])[nH:10][n:11][c:12]2[CH2:13][CH:14]2[CH2:15][N:16]([C:19](=[O:20])[CH:21]3[CH2:22][CH2:23]3)[CH2:17][CH2:18]2)[cH:6][cH:7]1. Starting materials: C1CCOC1, Cl, COC(=O)CC1CCN(C(CCC(C)C)COC(F)F)C(c2ccc(C(F)(F)F)cc2)C1, [Li+], [Na+], O=C([O-])O, [OH-], O. Yields the product CC(C)CCC(COC(F)F)N1CCC(CC(=O)O)CC1c1ccc(C(F)(F)F)cc1. As a reaction SMILES: [CH2:42]1[O:43][CH2:44][CH2:45][CH2:46]1.[ClH:35].[F:3][CH:4]([O:5][CH2:6][CH:7]([CH2:8][CH2:9][CH:10]([CH3:11])[CH3:12])[N:13]1[CH:14]([c:24]2[cH:25][cH:26][c:27]([C:30]([F:31])([F:32])[F:33])[cH:28][cH:29]2)[CH2:15][CH:16]([CH2:19][C:20](=[O:21])[O:22][CH3:23])[CH2:17][CH2:18]1)[F:34].[Li+:2].[Na+:40].[O-:36][C:37]([OH:38])=[O:39].[OH-:1].[OH2:41]>>[F:3][CH:4]([O:5][CH2:6][CH:7]([CH2:8][CH2:9][CH:10]([CH3:11])[CH3:12])[N:13]1[CH:14]([c:24]2[cH:25][cH:26][c:27]([C:30]([F:31])([F:32])[F:33])[cH:28][cH:29]2)[CH2:15][CH:16]([CH2:19][C:20](=[O:21])[OH:22])[CH2:17][CH2:18]1)[F:34]. The reactants are CCCCCC(O)C=CC1CCC(=O)N1CC=CCOCC(=O)OCC, C1CCOC1, CO, Cl, [Li+], [OH-], O. Yields the product CCCCCC(O)C=CC1CCC(=O)N1CC=CCOCC(=O)O. As a reaction SMILES: [CH2:1]([CH3:2])[O:3][C:4]([CH2:5][O:6][CH2:7][CH:8]=[CH:9][CH2:10][N:11]1[CH:12]([CH:17]=[CH:18][CH:19]([CH2:20][CH2:21][CH2:22][CH2:23][CH3:24])[OH:25])[CH2:13][CH2:14][C:15]1=[O:16])=[O:26].[CH2:32]1[O:33][CH2:34][CH2:35][CH2:36]1.[CH3:30][OH:31].[ClH:29].[Li+:27].[OH-:28].[OH2:37]>>[O:3]=[C:4]([CH2:5][O:6][CH2:7][CH:8]=[CH:9][CH2:10][N:11]1[CH:12]([CH:17]=[CH:18][CH:19]([CH2:20][CH2:21][CH2:22][CH2:23][CH3:24])[OH:25])[CH2:13][CH2:14][C:15]1=[O:16])[OH:26]. The reactants are CC(C)(C)OC(=O)N1CCNCC1C(O)C(N)Cc1ccccc1, N=C(c1ccccc1)c1ccccc1, ClCCl. The product is CC(C)(C)OC(=O)N1CCNCC1C(O)C(Cc1ccccc1)N=C(c1ccccc1)c1ccccc1. As a reaction SMILES: [C:1]([CH3:2])([CH3:3])([CH3:4])[O:5][C:6](=[O:7])[N:8]1[CH:9]([CH:14]([CH:15]([CH2:16][c:17]2[cH:18][cH:19][cH:20][cH:21][cH:22]2)[NH2:23])[OH:24])[CH2:10][NH:11][CH2:12][CH2:13]1.[C:25]([c:26]1[cH:27][cH:28][cH:29][cH:30][cH:31]1)([c:32]1[cH:33][cH:34][cH:35][cH:36][cH:37]1)=[NH:38].[Cl:39][CH2:40][Cl:41]>>[C:1]([CH3:2])([CH3:3])([CH3:4])[O:5][C:6](=[O:7])[N:8]1[CH:9]([CH:14]([CH:15]([CH2:16][c:17]2[cH:18][cH:19][cH:20][cH:21][cH:22]2)[N:23]=[C:25]([c:26]2[cH:27][cH:28][cH:29][cH:30][cH:31]2)[c:32]2[cH:33][cH:34][cH:35][cH:36][cH:37]2)[OH:24])[CH2:10][NH:11][CH2:12][CH2:13]1. Reactants: N1C(CNCC1)=O (piperazine-2-one), COC(=O)C1=NN(C=C1NC(=O)C1=NC(=CC=C1NC=1C=NC=NC1)C1CC1)C (4-{[6-cyclopropyl-3-(pyrimidin-5-ylamino)-pyridine-2-carbonyl]-amino}-1-methyl-1H-pyrazole-3-carboxylic acid methyl ester). The product is CN1N=C(C(=C1)NC(=O)C1=NC(=CC=C1NC=1C=NC=NC1)C1CC1)C(=O)N1CC(NCC1)=O (6-Cyclopropyl-3-(pyrimidin-5-ylamino)-pyridine-2-carboxylic acid [1-methyl-3-(3-oxo-piperazine-1-carbonyl)-1H-pyrazol-4-yl]-amide). Isolated yield 12.0%. As a reaction SMILES: [NH:1]1[CH2:6][CH2:5][NH:4][CH2:3][C:2]1=[O:7].C[O:9][C:10]([C:12]1[C:16]([NH:17][C:18]([C:20]2[C:25]([NH:26][C:27]3[CH:28]=[N:29][CH:30]=[N:31][CH:32]=3)=[CH:24][CH:23]=[C:22]([CH:33]3[CH2:35][CH2:34]3)[N:21]=2)=[O:19])=[CH:15][N:14]([CH3:36])[N:13]=1)=O>>[CH3:36][N:14]1[CH:15]=[C:16]([NH:17][C:18]([C:20]2[C:25]([NH:26][C:27]3[CH:32]=[N:31][CH:30]=[N:29][CH:28]=3)=[CH:24][CH:23]=[C:22]([CH:33]3[CH2:34][CH2:35]3)[N:21]=2)=[O:19])[C:12]([C:10]([N:4]2[CH2:5][CH2:6][NH:1][C:2](=[O:7])[CH2:3]2)=[O:9])=[N:13]1. Procedure: According to the general method described in step 5 of example 27, reaction of piperazine-2-one with 4-{[6-cyclopropyl-3-(pyrimidin-5-ylamino)-pyridine-2-carbonyl]-amino}-1-methyl-1H-pyrazole-3-carboxylic acid methyl ester provided the title compound (12%) as pale yellow solid. The reactants are CCOC(=O)C(C)(C)Oc1ccc(CCOS(=O)(=O)c2ccc(C)cc2)cc1, CCCN, CCO. Yields the product CCCNCCc1ccc(OC(C)(C)C(=O)OCC)cc1. Reaction SMILES: [CH2:1]([CH3:2])[O:3][C:4]([C:5]([CH3:6])([O:7][c:8]1[cH:9][cH:10][c:11]([CH2:14][CH2:15][O:16][S:17]([c:18]2[cH:19][cH:20][c:21]([CH3:22])[cH:23][cH:24]2)(=[O:25])=[O:26])[cH:12][cH:13]1)[CH3:27])=[O:28].[CH2:29]([CH2:30][CH3:31])[NH2:32].[CH3:33][CH2:34][OH:35]>>[CH2:1]([CH3:2])[O:3][C:4]([C:5]([CH3:6])([O:7][c:8]1[cH:9][cH:10][c:11]([CH2:14][CH2:15][NH:32][CH2:29][CH2:30][CH3:31])[cH:12][cH:13]1)[CH3:27])=[O:28].